The task is: describe an organic reaction: reactants, conditions, products, and yield. This data is from the Open Reaction Database (ORD), a public repository of structured organic reaction records. Starting materials: C(C)(C)(C)OC(=O)NC(COC(C(CNC(=O)OCC1=CC=CC=C1)NS(=O)(=O)C1=C(C=C(C=C1C)C)C)=O)C(C)C (3-Benzyloxycarbonylamino-2-(2,4,6-trimethyl-benzenesulfonylamino)-propionic acid 2-tert-butoxycarbonylamino-3-methyl-butyl ester), CO (methanol). The reagents and catalysts are [Pd] (Pd/C). Run at time 8 hour. Yields the product C(C)(C)(C)OC(=O)NC(COC(C(CN)NS(=O)(=O)C1=C(C=C(C=C1C)C)C)=O)C(C)C (3-Amino-2-(2,4,6-trimethyl-benzenesulfonylamino)-propionic acid 2-tert-butoxycarbonylamino-3-methyl-butyl ester). The yield is 56.0%. RXN SMILES: [C:1]([O:5][C:6]([NH:8][CH:9]([CH:40]([CH3:42])[CH3:41])[CH2:10][O:11][C:12](=[O:39])[CH:13]([NH:26][S:27]([C:30]1[C:35]([CH3:36])=[CH:34][C:33]([CH3:37])=[CH:32][C:31]=1[CH3:38])(=[O:29])=[O:28])[CH2:14][NH:15]C(OCC1C=CC=CC=1)=O)=[O:7])([CH3:4])([CH3:3])[CH3:2].CO>[Pd]>[C:1]([O:5][C:6]([NH:8][CH:9]([CH:40]([CH3:42])[CH3:41])[CH2:10][O:11][C:12](=[O:39])[CH:13]([NH:26][S:27]([C:30]1[C:31]([CH3:38])=[CH:32][C:33]([CH3:37])=[CH:34][C:35]=1[CH3:36])(=[O:29])=[O:28])[CH2:14][NH2:15])=[O:7])([CH3:4])([CH3:3])[CH3:2]. Reported procedure: To a mixture of 3-Benzyloxycarbonylamino-2-(2,4,6-trimethyl-benzenesulfonylamino)-propionic acid 2-tert-butoxycarbonylamino-3-methyl-butyl ester (Z-1) (280 mg, 0.46 mmol methanol (70 ml), was added Pd/C. The reaction was stirred under hydrogen atmosphere overnight at room temperature. Catalyst was removed by filtration and the solvent was evaporated. Purification of the residue on silica gel (1:2 hexane:EtOAc) gave 120 mg (56%) of pure 3-Amino-2-(2,4,6-trimethyl-benzenesulfonylamino)-propionic a...